This data is from the Open Reaction Database (ORD), a public repository of structured organic reaction records. The task is: describe an organic reaction: reactants, conditions, products, and yield Starting materials: C(C)OCC (diethyl ether), C(C1=CC=CC=C1)N1C2=C(N([C@H]3[C@@H](C1=O)CCC3)C(CNC(CCC3=CC=CC=C3)=O)=O)C=CC=C2 ((3aR*,10aS*)-9-benzyl-4-((3-phenylpropionamido)acetyl)-2,3,3a,4,9,10a-hexahydrobenzo[b]cyclopenta[e][1,4]diazepin-10(1H)-one). Procedure: Using (3aR*,10aS*)-9-benzyl-4-((3-phenylpropionamido)acetyl)-2,3,3a,4,9,10a-hexahydrobenzo[b]cyclopenta[e][1,4]diazepin-10(1H)-one, the titled compound was synthesized in substantially the same manner as in Working Example 109 in a yield of 76%, m.p. 138°-140° C. (diethyl ether). Isolated yield 76.0%. As a reaction SMILES: [CH2:1]([N:8]1[C:14](=[O:15])[C@H:13]2[CH2:16][CH2:17][CH2:18][C@H:12]2[N:11]([C:19](=[O:32])[CH2:20][NH:21][C:22](=[O:31])[CH2:23][CH2:24][C:25]2[CH:30]=[CH:29][CH:28]=[CH:27][CH:26]=2)[C:10]2[CH:33]=[CH:34][CH:35]=[CH:36][C:9]1=2)[C:2]1[CH:7]=[CH:6][CH:5]=[CH:4][CH:3]=1.[CH2:37]([O:39]CC)[CH3:38]>>[C:37]([N:21]([CH2:20][C:19]([N:11]1[C@@H:12]2[CH2:18][CH2:17][CH2:16][C@@H:13]2[C:14](=[O:15])[N:8]([CH2:1][C:2]2[CH:3]=[CH:4][CH:5]=[CH:6][CH:7]=2)[C:9]2[CH:36]=[CH:35][CH:34]=[CH:33][C:10]1=2)=[O:32])[C:22](=[O:31])[CH2:23][CH2:24][C:25]1[CH:26]=[CH:27][CH:28]=[CH:29][CH:30]=1)(=[O:39])[CH3:38]. Yields the product C(C)(=O)N(C(CCC1=CC=CC=C1)=O)CC(=O)N1C2=C(N(C([C@@H]3[C@H]1CCC3)=O)CC3=CC=CC=C3)C=CC=C2 ((3aR*,10aS*)-4-(N-Acetyl-N-(3-phenylpropionyl) aminoacetyl)-9-benzyl-2,3,3a,4,9,10a-hexahydrobenzo[b]cyclopenta[e][1,4]diazepin-10(1H)-one). The reactants are CN[C@H]1[C@@H](CCCC1)NC (trans-N,N′-dimethylcyclohexane-1,2-diamine), [BH4-].[Na+] (sodium borohydride), O=C1C(O)=C([O-])[C@H](O1)[C@@H](O)CO.[Na+] ((+)-sodium L-ascorbate), [N-]=[N+]=[N-].[Na+] (sodium azide), BrC=1C=CC(=C(C1)[C@]1(N=C(O[C@@H](C1)C(F)(F)F)NC(C1=CC=CC=C1)=O)CF)F (N-((4S,6S)-4-(5-bromo-2-fluorophenyl)-4-(fluoromethyl)-6-(trifluoromethyl)-5,6-dihydro-4H-1,3-oxazin-2-yl)benzamide). Reagents/catalysts: [Cu]I (copper(I) iodide). The solvent is O (water). Conditions: temperature 80 celsius, time 16 hour. The product is NC=1C=CC(=C(C1)[C@]1(N=C(O[C@@H](C1)C(F)(F)F)NC(C1=CC=CC=C1)=O)CF)F (N-((4S,6S)-4-(5-amino-2-fluorophenyl)-4-(fluoromethyl)-6-(trifluoromethyl)-5,6-dihydro-4H-1,3-oxazin-2-yl)benzamide). As a reaction SMILES: O=C1O[C@H]([C@H](CO)O)C([O-])=C1O.[Na+].[N-]=[N+]=[N-].[Na+].Br[C:19]1[CH:20]=[CH:21][C:22]([F:46])=[C:23]([C@:25]2([CH2:44][F:45])[CH2:30][C@@H:29]([C:31]([F:34])([F:33])[F:32])[O:28][C:27]([NH:35][C:36](=[O:43])[C:37]3[CH:42]=[CH:41][CH:40]=[CH:39][CH:38]=3)=[N:26]2)[CH:24]=1.C[NH:48][C@@H]1CCCC[C@H]1NC.[BH4-].[Na+]>[Cu]I.O>[NH2:48][C:19]1[CH:20]=[CH:21][C:22]([F:46])=[C:23]([C@:25]2([CH2:44][F:45])[CH2:30][C@@H:29]([C:31]([F:34])([F:33])[F:32])[O:28][C:27]([NH:35][C:36](=[O:43])[C:37]3[CH:42]=[CH:41][CH:40]=[CH:39][CH:38]=3)=[N:26]2)[CH:24]=1 |f:0.1,2.3,6.7|. Procedure: A sealable vial was charged with (+)-sodium L-ascorbate (0.048 g, 0.241 mmol, Arcos Organics), sodium azide (0.470 g, 7.20 mmol, Aldrich), copper(I) iodide (0.138 g, 0.723 mmol, Aldrich), and N-((4S,6S)-4-(5-bromo-2-fluorophenyl)-4-(fluoromethyl)-6-(trifluoromethyl)-5,6-dihydro-4H-1,3-oxazin-2-yl)benzamide (1.15 g, 2.41 mmol, step 8). The sealed vial was evacuated and backfilled with nitrogen gas. EtOH (5.62 ml) was added followed by water (2.41 ml) and trans-N,N′-dimethylcyclohexane-1,2-diamine... Reactants: Cc1ccc(N2CCN(C(=O)c3ccc(I)cc3)CC2)c(C)c1, O=C1NC(c2ccccc2)CO1. The product is Cc1ccc(N2CCN(C(=O)c3ccc(N4C(=O)OCC4c4ccccc4)cc3)CC2)c(C)c1. RXN SMILES: [CH3:1][c:2]1[c:3]([N:9]2[CH2:10][CH2:11][N:12]([C:15](=[O:16])[c:17]3[cH:18][cH:19][c:20]([I:23])[cH:21][cH:22]3)[CH2:13][CH2:14]2)[cH:4][cH:5][c:6]([CH3:8])[cH:7]1.[c:24]1([CH:30]2[NH:31][C:32](=[O:35])[O:33][CH2:34]2)[cH:25][cH:26][cH:27][cH:28][cH:29]1>>[CH3:1][c:2]1[c:3]([N:9]2[CH2:10][CH2:11][N:12]([C:15](=[O:16])[c:17]3[cH:18][cH:19][c:20]([N:31]4[CH:30]([c:24]5[cH:25][cH:26][cH:27][cH:28][cH:29]5)[CH2:34][O:33][C:32]4=[O:35])[cH:21][cH:22]3)[CH2:13][CH2:14]2)[cH:4][cH:5][c:6]([CH3:8])[cH:7]1. The reactants are Cl (hydrochloride), NCCC(=O)OCC (ethyl 3-aminopropanoate), [OH-].[K+] (potassium hydroxide), O1C(COC2=C(C#N)C=CC=C2)C1 (2-(2,3-epoxypropoxy)benzonitrile). Solvent: C(C)O (ethanol), C(C)O (ethanol). Yields the product C(#N)C1=C(OCC(CNCCC(=O)OCC)O)C=CC=C1 (ethyl N-[3-(2-cyanophenoxy)-2-hydroxypropyl]-3-aminopropanoate). Reaction SMILES: Cl.[NH2:2][CH2:3][CH2:4][C:5]([O:7][CH2:8][CH3:9])=[O:6].[OH-].[K+].[O:12]1[CH2:24][CH:13]1[CH2:14][O:15][C:16]1[CH:23]=[CH:22][CH:21]=[CH:20][C:17]=1[C:18]#[N:19]>C(O)C>[C:18]([C:17]1[CH:20]=[CH:21][CH:22]=[CH:23][C:16]=1[O:15][CH2:14][CH:13]([OH:12])[CH2:24][NH:2][CH2:3][CH2:4][C:5]([O:7][CH2:8][CH3:9])=[O:6])#[N:19] |f:2.3|. Procedure details: 15.36 g of the hydrochloride of ethyl 3-aminopropanoate and 6.2 g of potassium hydroxide were stirred in 150 ml of abs. ethanol until neutral reaction, ca 1 h. Under reflux was added 8.7 g of 2-(2,3-epoxypropoxy)benzonitrile in 125 ml of abs. ethanol. The mixture was refluxed for 8 h, filtered and evaporated. The residue was dissolved in ether, washed twice with water and extracted with 25 ml of 2-n hydrochloric acid. The aqueous phase was extracted with methylene chloride. The methylene chlorid... The reactants are ClC=1C=C(OC(C)C2=NN=C(S2)NC(N(C)CC(OC)OC)=O)C=CC1Cl (3-[5-[1-(3,4-dichlorophenoxy)ethyl]-1,3,4-thiadiazol-2-yl]-1-methyl-(2,2-dimethoxyethyl)urea). The solvent is O (water), Cl (hydrochloric acid). Yields the product ClC=1C=C(OC(C)C2=NN=C(S2)N2C(N(CC2O)C)=O)C=CC1Cl (3-[5-[1-(3,4-dichlorophenoxy)ethyl]-1,3,4-thiadiazol-2-yl]-1-methyl-4-hydroxy-2-imidazolidinone). The yield is 109.0%. Reaction SMILES: [Cl:1][C:2]1[CH:3]=[C:4]([CH:24]=[CH:25][C:26]=1[Cl:27])[O:5][CH:6]([C:8]1[S:12][C:11]([NH:13][C:14](=[O:23])[N:15]([CH2:17][CH:18](OC)[O:19]C)[CH3:16])=[N:10][N:9]=1)[CH3:7]>O.Cl>[Cl:1][C:2]1[CH:3]=[C:4]([CH:24]=[CH:25][C:26]=1[Cl:27])[O:5][CH:6]([C:8]1[S:12][C:11]([N:13]2[CH:18]([OH:19])[CH2:17][N:15]([CH3:16])[C:14]2=[O:23])=[N:10][N:9]=1)[CH3:7]. Procedure: A solution containing 4.0 grams of the 3-[5-[1-(3,4-dichlorophenoxy)ethyl]-1,3,4-thiadiazol-2-yl]-1-methyl-(2,2-dimethoxyethyl)urea (prepared above) in 200 milliliters of water and 2 milliliters of concentrated hydrochloric acid (HCl) was refluxed for 165 minutes, cooled and then extracted with chloroform CHCl3, and phase separated. The organic phase was dried over MgSO4, filtered, and topped in a roto-vac at 70° C. to yield 3.9 grams of a viscous oil. The viscous oil was dissolved in 20 millili... Starting materials: COC1=C(C=C(C=C1)[N+](=O)[O-])CN1C(C=2C(C1=O)=CC=CC2)=O (N-(2-methoxy-5-nitrophenylmethyl)phthalimide), O.NN (hydrazine monohydrate), Cl (HCl). Solvent: CO (methanol). Run at time 3 hour. Yields the product C(C)(C)(C)OC(NCC1=C(C=CC(=C1)[N+](=O)[O-])OC)=O (N-(2-methoxy-5-nitrophenylmethyl)carbamic acid t-butyl ester). Yield: 20.0%. As a reaction SMILES: [CH3:1][O:2][C:3]1[CH:8]=[CH:7][C:6]([N+:9]([O-:11])=[O:10])=[CH:5][C:4]=1[CH2:12][N:13]1[C:17](=[O:18])C2=CC=CC=C2C1=O.[OH2:24].NN.Cl>CO>[C:4]([O:24][C:17](=[O:18])[NH:13][CH2:12][C:4]1[CH:5]=[C:6]([N+:9]([O-:11])=[O:10])[CH:7]=[CH:8][C:3]=1[O:2][CH3:1])([CH3:12])([CH3:5])[CH3:3] |f:1.2|. Procedure details: To a mixture of the compound (357 mg) obtained in Example 117 and methanol (10 ml), hydrazine monohydrate (0.06 ml) was added and stirred at room temperature for 3 h. The reaction mixture was made acidic by addition of 2 N HCl and washed with ethyl acetate. The aqueous layer was made alkaline by addition of a 2 N aqueous sodium hydroxide solution and extracted with ethyl acetate; then, the organic layer was washed successively with water and a saturated aqueous sodium chloride solution, dried wi... The reactants are O (water), FC1=C(C=C(C(=O)NC2CCC3=CC=CC=C23)C=C1)S(NCCC(C)C)(=O)=O (4-fluoro-N-indan-1-yl-3-(3-methyl-butylsulfamoyl)benzamide), C1(=CC=CC=C1)O (phenol), C([O-])([O-])=O.[K+].[K+] (potassium carbonate). Solvent: CN(C(C)=O)C (N,N-dimethylacetamide). Yields the product O(C1=CC=CC=C1)C1=C(C=C(C(=O)NC2CCC3=CC=CC=C23)C=C1)S(NCCC(C)C)(=O)=O (4-phenoxy-N-indan-1-yl-3-(3-methyl-butylsulfamoyl)benzamide). Isolated yield 69.3%. Reaction SMILES: F[C:2]1[CH:19]=[CH:18][C:5]([C:6]([NH:8][CH:9]2[C:17]3[C:12](=[CH:13][CH:14]=[CH:15][CH:16]=3)[CH2:11][CH2:10]2)=[O:7])=[CH:4][C:3]=1[S:20](=[O:28])(=[O:27])[NH:21][CH2:22][CH2:23][CH:24]([CH3:26])[CH3:25].[C:29]1([OH:35])[CH:34]=[CH:33][CH:32]=[CH:31][CH:30]=1.C(=O)([O-])[O-].[K+].[K+].O>CN(C)C(=O)C>[O:35]([C:2]1[CH:19]=[CH:18][C:5]([C:6]([NH:8][CH:9]2[C:17]3[C:12](=[CH:13][CH:14]=[CH:15][CH:16]=3)[CH2:11][CH2:10]2)=[O:7])=[CH:4][C:3]=1[S:20](=[O:28])(=[O:27])[NH:21][CH2:22][CH2:23][CH:24]([CH3:26])[CH3:25])[C:29]1[CH:34]=[CH:33][CH:32]=[CH:31][CH:30]=1 |f:2.3.4|. Reported procedure: A solution of 100 mg of 4-fluoro-N-indan-1-yl-3-(3-methyl-butylsulfamoyl)benzamide (Example 41), 26 mg of phenol, and 100 mg of potassium carbonate in 4 ml of N,N-dimethylacetamide was heated to 100° C. for 6 h. After water had been added and the precipitated product filtered off with suction, 82 mg of 4-phenoxy-N-indan-1-yl-3-(3-methyl-butylsulfamoyl)benzamide were obtained; m.p. 73° C.